The task is: describe an organic reaction: reactants, conditions, products, and yield. This data is from the Open Reaction Database (ORD), a public repository of structured organic reaction records. Starting materials: COC(=O)C(=O)c1ccc(OCCOc2ccc3ccccc3c2)c(Cl)c1, CCCCCC, CC(C)=O, CO, [Na+], C1CCOC1, [OH-], O. Product: O=C(O)C(=O)c1ccc(OCCOc2ccc3ccccc3c2)c(Cl)c1. RXN SMILES: [CH3:1][O:2][C:3]([C:4]([c:5]1[cH:6][c:7]([Cl:25])[c:8]([O:11][CH2:12][CH2:13][O:14][c:15]2[cH:16][c:17]3[cH:18][cH:19][cH:20][cH:21][c:22]3[cH:23][cH:24]2)[cH:9][cH:10]1)=[O:26])=[O:27].[CH3:30][CH2:31][CH2:32][CH2:33][CH2:34][CH3:35].[CH3:36][C:37]([CH3:38])=[O:39].[CH3:40][OH:41].[Na+:29].[O:42]1[CH2:43][CH2:44][CH2:45][CH2:46]1.[OH-:28].[OH2:47]>>[O:2]=[C:3]([C:4]([c:5]1[cH:6][c:7]([Cl:25])[c:8]([O:11][CH2:12][CH2:13][O:14][c:15]2[cH:16][c:17]3[cH:18][cH:19][cH:20][cH:21][c:22]3[cH:23][cH:24]2)[cH:9][cH:10]1)=[O:26])[OH:27].